This data is from the Open Reaction Database (ORD), a public repository of structured organic reaction records. The task is: describe an organic reaction: reactants, conditions, products, and yield The reactants are [Al+3], CON=C(c1ccc(Cl)cc1)C(N)CC1CCCC1, CCOCC, [H-], [H-], [H-], [H-], [Li+]. The product is NC(CC1CCCC1)C(N)c1ccc(Cl)cc1. RXN SMILES: [Al+3:21].[CH3:1][O:2][N:3]=[C:4]([CH:5]([CH2:6][CH:7]1[CH2:8][CH2:9][CH2:10][CH2:11]1)[NH2:12])[c:13]1[cH:14][cH:15][c:16]([Cl:19])[cH:17][cH:18]1.[CH3:26][CH2:27][O:28][CH2:29][CH3:30].[H-:20].[H-:23].[H-:24].[H-:25].[Li+:22]>>[NH2:3][CH:4]([CH:5]([CH2:6][CH:7]1[CH2:8][CH2:9][CH2:10][CH2:11]1)[NH2:12])[c:13]1[cH:14][cH:15][c:16]([Cl:19])[cH:17][cH:18]1. Reactants: BrC1=CC=2N(C(=C1)N1N=CC=C1)C=C(N2)C(=O)OCC (ethyl 7-bromo-5-pyrazol-1-yl-imidazo[1,2-a]pyridine-2-carboxylate), O.NN (hydrazine hydrate). Solvent: CCO (EtOH), CCO (EtOH). Run at time 8 hour. Product: BrC1=CC=2N(C(=C1)N1N=CC=C1)C=C(N2)C(=O)NN (7-bromo-5-pyrazol-1-yl-imidazo[1,2-a]pyridine-2-carbohydrazide). Reaction SMILES: [Br:1][C:2]1[CH:7]=[C:6]([N:8]2[CH:12]=[CH:11][CH:10]=[N:9]2)[N:5]2[CH:13]=[C:14]([C:16]([O:18]CC)=O)[N:15]=[C:4]2[CH:3]=1.O.[NH2:22][NH2:23]>CCO>[Br:1][C:2]1[CH:7]=[C:6]([N:8]2[CH:12]=[CH:11][CH:10]=[N:9]2)[N:5]2[CH:13]=[C:14]([C:16]([NH:22][NH2:23])=[O:18])[N:15]=[C:4]2[CH:3]=1 |f:1.2|. Procedure: To a suspension of ethyl 7-bromo-5-pyrazol-1-yl-imidazo[1,2-a]pyridine-2-carboxylate (3.96 g, 11.8 mmol) in EtOH (100 mL) was added hydrazine hydrate (5.91 mL, 0.118 mmol) and the mixture stirred overnight at rt. After 3 days, the reaction was almost complete by LCMS so stirring was maintained for 1 more night. The mixture was diluted with EtOH (50 mL), filtered and the solids washed with EtOH (2×50 mL), EtOAc (2×50 mL) and heptane (50 mL) before being air dried. The yield was 3.56 g (94%) LCMS ... Reactants: ( 740 ), N (ammonia), OC1CN(CC1C(=O)OCC)CC1=CC=CC=C1 (3-hydroxy-4-ethyloxycarbonyl-1-phenylmethyl pyrrolidine). Run in CO (methanol). Product: OC1CN(CC1C(=O)N)CC1=CC=CC=C1 (3-HYDROXY-4-AMINOCARBONYL-1-PHENYLMETHYL PYRROLIDINE). Isolated yield 22.1%. RXN SMILES: [OH:1][CH:2]1[CH:6]([C:7](OCC)=[O:8])[CH2:5][N:4]([CH2:12][C:13]2[CH:18]=[CH:17][CH:16]=[CH:15][CH:14]=2)[CH2:3]1.[NH3:19]>CO>[OH:1][CH:2]1[CH:6]([C:7]([NH2:19])=[O:8])[CH2:5][N:4]([CH2:12][C:13]2[CH:18]=[CH:17][CH:16]=[CH:15][CH:14]=2)[CH2:3]1. Procedure details: A solution of 11.0 g (44.0 mmol) of 3-hydroxy-4-ethyloxycarbonyl-1-phenylmethyl pyrrolidine (prepared according to E. JAEGER and J. H. BIEL in J. Org. Chem. 1965, 30, (740) in 40 g of 25% ammonia in methanol was heated at 100° C. under pressure overnight. The solution was cooled and evaporated to dryness. The oily residue was purified by chromatography using dichloromethane-methanol (85:15) to yield 2.14 g (22%) of the title compound. M.P. 128° C. Starting materials: CC(C)(C)OC(=O)N1CCN(c2cc(NS(=O)(=O)c3ccccc3Cl)cc3ccoc23)CC1, ClCCl, O=C(O)C(F)(F)F. Product: O=S(=O)(Nc1cc(N2CCNCC2)c2occc2c1)c1ccccc1Cl. As a reaction SMILES: [Cl:1][c:2]1[c:3]([S:8](=[O:9])(=[O:10])[NH:11][c:12]2[cH:13][c:14]([N:21]3[CH2:22][CH2:23][N:24]([C:27]([O:28][C:29]([CH3:30])([CH3:31])[CH3:32])=[O:33])[CH2:25][CH2:26]3)[c:15]3[c:16]([cH:17][cH:18][o:19]3)[cH:20]2)[cH:4][cH:5][cH:6][cH:7]1.[Cl:41][CH2:42][Cl:43].[F:34][C:35]([F:36])([F:37])[C:38]([OH:39])=[O:40]>>[Cl:1][c:2]1[c:3]([S:8](=[O:9])(=[O:10])[NH:11][c:12]2[cH:13][c:14]([N:21]3[CH2:22][CH2:23][NH:24][CH2:25][CH2:26]3)[c:15]3[c:16]([cH:17][cH:18][o:19]3)[cH:20]2)[cH:4][cH:5][cH:6][cH:7]1. Starting materials: Cc1cc(O)ccc1CCCCn1ccnn1, CN(C)C=O, Cc1nc(-c2cccc(C(F)(F)F)c2)ccc1CCl, [H-], [Na+], O. Product: Cc1cc(OCc2ccc(-c3cccc(C(F)(F)F)c3)nc2C)ccc1CCCCn1ccnn1. RXN SMILES: [CH3:3][c:4]1[cH:5][c:6]([OH:19])[cH:7][cH:8][c:9]1[CH2:10][CH2:11][CH2:12][CH2:13][n:14]1[n:15][n:16][cH:17][cH:18]1.[CH3:40][N:41]([CH3:42])[CH:43]=[O:44].[Cl:20][CH2:21][c:22]1[c:23]([CH3:38])[n:24][c:25](-[c:28]2[cH:29][c:30]([C:34]([F:35])([F:36])[F:37])[cH:31][cH:32][cH:33]2)[cH:26][cH:27]1.[H-:1].[Na+:2].[OH2:39]>>[CH3:3][c:4]1[cH:5][c:6]([O:19][CH2:21][c:22]2[c:23]([CH3:38])[n:24][c:25](-[c:28]3[cH:29][c:30]([C:34]([F:35])([F:36])[F:37])[cH:31][cH:32][cH:33]3)[cH:26][cH:27]2)[cH:7][cH:8][c:9]1[CH2:10][CH2:11][CH2:12][CH2:13][n:14]1[n:15][n:16][cH:17][cH:18]1. The reactants are Cl.C12CC(CC(CC1)N2)=O (8-aza-bicyclo[3.2.1]octan-3-one hydrochloride), C(C)(C)(C)OC(OC(C)(C)C)=O (carbonic acid di-tert-butyl ester), TEA. The solvent is CCO (EtOH). Conditions: temperature 60 celsius. Product: C(C)(C)(C)OC(=O)N1C2CC(CC1CC2)=O (3-oxo-8-aza-bicyclo[3.2.1]octane-8-carboxylic acid tert-butyl ester). The yield is 99.1%. Reaction SMILES: Cl.[CH:2]12[NH:9][CH:6]([CH2:7][CH2:8]1)[CH2:5][C:4](=[O:10])[CH2:3]2.[C:11]([O:15][C:16](=O)[O:17]C(C)(C)C)([CH3:14])([CH3:13])[CH3:12]>CCO>[C:11]([O:15][C:16]([N:9]1[CH:6]2[CH2:7][CH2:8][CH:2]1[CH2:3][C:4](=[O:10])[CH2:5]2)=[O:17])([CH3:14])([CH3:13])[CH3:12] |f:0.1|. Procedure: To a solution of 8-aza-bicyclo[3.2.1]octan-3-one hydrochloride (4.5 g, 0.028 mol) in 100 mL of EtOH was added carbonic acid di-tert-butyl ester (12 g, 2 eq.) and 11 mL of TEA. The resulting mixture was heated at 60° C. for 3 h. The volatile fraction was removed and the residue was partitioned between EtOAc and water. The EtOAc layer was washed with saturated sodium chloride, dried over Na2SO4 and concentrated. Silica gel column purification with 20% EtOAc in hexane gave 3-oxo-8-aza-bicyclo[3.2.1...